Dataset: the Open Reaction Database (ORD), a public repository of structured organic reaction records. Task: describe an organic reaction: reactants, conditions, products, and yield The reactants are CC(=O)O, CC(=O)O[BH-](OC(C)=O)OC(C)=O, O=C([O-])O, C1CCOC1, CC1CCNCC1, O=CCCc1ccc(C#Cc2ccc(-c3ccc(Cl)cc3)cn2)cn1, [Na+], [Na+]. The product is CC1CCN(CCCc2ccc(C#Cc3ccc(-c4ccc(Cl)cc4)cn3)cn2)CC1. RXN SMILES: [C:15]([OH:16])(=[O:17])[CH3:18].[C:1]([O:2][BH-:3]([O:4][C:5](=[O:6])[CH3:7])[O:8][C:9](=[O:10])[CH3:11])(=[O:12])[CH3:13].[C:51](=[O:52])([OH:53])[O-:54].[CH2:56]1[O:57][CH2:58][CH2:59][CH2:60]1.[CH3:44][CH:45]1[CH2:46][CH2:47][NH:48][CH2:49][CH2:50]1.[Cl:19][c:20]1[cH:21][cH:22][c:23](-[c:26]2[cH:27][cH:28][c:29]([C:32]#[C:33][c:34]3[cH:35][cH:36][c:37]([CH2:40][CH2:41][CH:42]=[O:43])[n:38][cH:39]3)[n:30][cH:31]2)[cH:24][cH:25]1.[Na+:14].[Na+:55]>>[Cl:19][c:20]1[cH:21][cH:22][c:23](-[c:26]2[cH:27][cH:28][c:29]([C:32]#[C:33][c:34]3[cH:35][cH:36][c:37]([CH2:40][CH2:41][CH2:42][N:48]4[CH2:47][CH2:46][CH:45]([CH3:44])[CH2:50][CH2:49]4)[n:38][cH:39]3)[n:30][cH:31]2)[cH:24][cH:25]1. Reactants: C1(=CC=CC=C1)N1CNC(C12CCN(CC2)C[C@H]2[C@@H](C1=CC=CC=C1CC2)O)=O (1-Phenyl-8-[(trans-1,2,3,4-tetrahydro-1-hydroxy-2-naphthalenyl)methyl]-1,3,8-triazaspiro[4.5]decan-4-one), Cl (hydrogen chloride). Run in C(C)O (ethanol). Run at time 10 minute. Yields the product Cl.C1(=CC=CC=C1)N1CNC(C12CCN(CC2)C[C@H]2[C@@H](C1=CC=CC=C1CC2)O)=O (1-Phenyl-8-[(trans-1,2,3,4-tetrahydro-1-hydroxy-2-naphthalenyl)methyl]-1,3,8-triazaspiro[4.5]-decan-4-one, hydrochloride). As a reaction SMILES: [C:1]1([N:7]2[C:11]3([CH2:16][CH2:15][N:14]([CH2:17][C@@H:18]4[CH2:27][CH2:26][C:25]5[C:20](=[CH:21][CH:22]=[CH:23][CH:24]=5)[C@H:19]4[OH:28])[CH2:13][CH2:12]3)[C:10](=[O:29])[NH:9][CH2:8]2)[CH:6]=[CH:5][CH:4]=[CH:3][CH:2]=1.[ClH:30]>C(O)C>[ClH:30].[C:1]1([N:7]2[C:11]3([CH2:16][CH2:15][N:14]([CH2:17][C@@H:18]4[CH2:27][CH2:26][C:25]5[C:20](=[CH:21][CH:22]=[CH:23][CH:24]=5)[C@H:19]4[OH:28])[CH2:13][CH2:12]3)[C:10](=[O:29])[NH:9][CH2:8]2)[CH:2]=[CH:3][CH:4]=[CH:5][CH:6]=1 |f:3.4|. Procedure: 1-Phenyl-8-[(trans-1,2,3,4-tetrahydro-1-hydroxy-2-naphthalenyl)methyl]-1,3,8-triazaspiro[4.5]decan-4-one (3.7 g) is suspended in absolute ethanol (100 ml) and treated with 1.2 equivalents of ethereal hydrogen chloride. The resulting mixture is then digested on a steam bath for 10 minutes, cooled in an ice-bath, and filtered to yield 3.7 g of the title compound, melting point 248°-249° C.